The task is: describe an organic reaction: reactants, conditions, products, and yield. This data is from the Open Reaction Database (ORD), a public repository of structured organic reaction records. Reactants: ClC=1C=NC=C(C1SC1=C(C=C(S1)C(=O)O)[N+](=O)[O-])Cl (5-[(3,5-dichloro-4-pyridyl)sulfanyl]-4-nitro-thiophene-2-carboxylic acid), C(C1=CC=CO1)N (Furfuryl amine). Yields the product ClC=1C=NC=C(C1SC1=C(C=C(S1)C(=O)NCC=1OC=CC1)[N+](=O)[O-])Cl (5-((3,5-dichloropyridin-4-yl)thio)-N-(furan-2-ylmethyl)-4-nitrothiophene-2-carboxamide), solid. The yield is 39.0%. As a reaction SMILES: [Cl:1][C:2]1[CH:3]=[N:4][CH:5]=[C:6]([Cl:20])[C:7]=1[S:8][C:9]1[S:13][C:12]([C:14]([OH:16])=O)=[CH:11][C:10]=1[N+:17]([O-:19])=[O:18].[CH2:21]([NH2:27])[C:22]1[O:26][CH:25]=[CH:24][CH:23]=1>>[Cl:20][C:6]1[CH:5]=[N:4][CH:3]=[C:2]([Cl:1])[C:7]=1[S:8][C:9]1[S:13][C:12]([C:14]([NH:27][CH2:21][C:22]2[O:26][CH:25]=[CH:24][CH:23]=2)=[O:16])=[CH:11][C:10]=1[N+:17]([O-:19])=[O:18]. Procedure details: Prepared according to the procedure described for example 50 from 5-[(3,5-dichloro-4-pyridyl)sulfanyl]-4-nitro-thiophene-2-carboxylic acid (100 mg, 0.27 mmol) and Furfuryl amine (31 mg, 0.32 mmol). The title compound was obtained as a solid (45 mg, 39% yield). 1H NMR (400 MHz, d6-DMSO) δ: 9.34 (1H, m), 8.99 (2H, m), 8.48 (1H, s), 7.58 (1H, m), 6.39 (1H, m), 6.29 (1H, m), 4.39 (2H, m). MS m/z: 428.04, 429.99 [M+H]+. The reactants are C=CC(C)(C)c1[nH]c2ccccc2c1CCN1C(=O)c2ccccc2C1=O, CO, ClCCl. The product is C=CC(C)(C)c1[nH]c2ccccc2c1CCN. RXN SMILES: [CH3:1][C:2]([CH:3]=[CH2:4])([CH3:5])[c:6]1[nH:7][c:8]2[cH:9][cH:10][cH:11][cH:12][c:13]2[c:14]1[CH2:15][CH2:16][N:17]1[C:18](=[O:19])[c:20]2[c:21]([cH:22][cH:23][cH:24][cH:25]2)[C:26]1=[O:27].[CH3:28][OH:29].[Cl:30][CH2:31][Cl:32]>>[CH3:1][C:2]([CH:3]=[CH2:4])([CH3:5])[c:6]1[nH:7][c:8]2[cH:9][cH:10][cH:11][cH:12][c:13]2[c:14]1[CH2:15][CH2:16][NH2:17]. Starting materials: CC(C)CC(C(N)=O)N(CC(=O)O)S(=O)(=O)c1ccc(Cl)cc1, C(=NC1CCCCC1)=NC1CCCCC1, CCOC(C)=O, NC1CC1, ClCCl, O, On1nnc2ccccc21. The product is CC(C)CC(C(N)=O)N(CC(=O)NC1CC1)S(=O)(=O)c1ccc(Cl)cc1. Reaction SMILES: [C:1]([NH2:2])(=[O:3])[CH:4]([CH2:5][CH:6]([CH3:7])[CH3:8])[N:9]([S:10](=[O:11])(=[O:12])[c:13]1[cH:14][cH:15][c:16]([Cl:19])[cH:17][cH:18]1)[CH2:20][C:21](=[O:22])[OH:23].[CH2:38]1[CH2:39][CH2:40][CH:41]([N:42]=[C:43]=[N:44][CH:45]2[CH2:46][CH2:47][CH2:48][CH2:49][CH2:50]2)[CH2:51][CH2:52]1.[CH3:56][CH2:57][O:58][C:59]([CH3:60])=[O:61].[CH:24]1([NH2:27])[CH2:25][CH2:26]1.[Cl:53][CH2:54][Cl:55].[OH2:62].[OH:28][n:29]1[c:30]2[cH:31][cH:32][cH:33][cH:34][c:35]2[n:36][n:37]1>>[C:1]([NH2:2])(=[O:3])[CH:4]([CH2:5][CH:6]([CH3:7])[CH3:8])[N:9]([S:10](=[O:11])(=[O:12])[c:13]1[cH:14][cH:15][c:16]([Cl:19])[cH:17][cH:18]1)[CH2:20][C:21](=[O:23])[NH:27][CH:24]1[CH2:25][CH2:26]1. Reactants: CC(=O)O, ClCc1nc2ccccc2[nH]1, Nc1ccc(S(=O)(=O)Nc2ncccn2)cc1, [Na+], [OH-]. The product is O=S(=O)(Nc1ncccn1)c1ccc(NCc2nc3ccccc3[nH]2)cc1. RXN SMILES: [CH3:29][C:30](=[O:31])[OH:32].[Cl:18][CH2:19][c:20]1[nH:21][c:22]2[c:23]([n:24]1)[cH:25][cH:26][cH:27][cH:28]2.[NH2:1][c:2]1[cH:3][cH:4][c:5]([S:8](=[O:9])(=[O:10])[NH:11][c:12]2[n:13][cH:14][cH:15][cH:16][n:17]2)[cH:6][cH:7]1.[Na+:34].[OH-:33]>>[NH:1]([c:2]1[cH:3][cH:4][c:5]([S:8](=[O:9])(=[O:10])[NH:11][c:12]2[n:13][cH:14][cH:15][cH:16][n:17]2)[cH:6][cH:7]1)[CH2:19][c:20]1[nH:21][c:22]2[c:23]([n:24]1)[cH:25][cH:26][cH:27][cH:28]2. The product is O=C1CCC(N2Cc3c(OCc4ccc(CCN5CCOCC5)cc4)cccc3C2=O)C(=O)N1. Reactants: C1CCOC1, COC(=O)CCC(C(N)=O)N1Cc2c(OCc3ccc(CCN4CCOCC4)cc3)cccc2C1=O, CC(C)(C)[O-], [K+]. Reaction SMILES: [CH2:43]1[O:44][CH2:45][CH2:46][CH2:47]1.[CH3:1][O:2][C:3]([CH2:4][CH2:5][CH:6]([N:7]1[C:8](=[O:32])[c:9]2[cH:10][cH:11][cH:12][c:13]([O:16][CH2:17][c:18]3[cH:19][cH:20][c:21]([CH2:24][CH2:25][N:26]4[CH2:27][CH2:28][O:29][CH2:30][CH2:31]4)[cH:22][cH:23]3)[c:14]2[CH2:15]1)[C:33]([NH2:34])=[O:35])=[O:36].[CH3:37][C:38]([CH3:39])([O-:40])[CH3:41].[K+:42]>>[C:3]1(=[O:36])[CH2:4][CH2:5][CH:6]([N:7]2[C:8](=[O:32])[c:9]3[cH:10][cH:11][cH:12][c:13]([O:16][CH2:17][c:18]4[cH:19][cH:20][c:21]([CH2:24][CH2:25][N:26]5[CH2:27][CH2:28][O:29][CH2:30][CH2:31]5)[cH:22][cH:23]4)[c:14]3[CH2:15]2)[C:33](=[O:35])[NH:34]1. The reactants are ClC1=CC(=CC=C1)C(=O)OO (m-chloroperbenzoic acid), C(CCC)OCCOC1=CC=C(C=C1)C=1C=CC2=C(C=C(CCN2CCC)C(=O)NC=2C=NC(=CC2)SCC2=CN=CN2CCC)C1 (7-[4-(2-butoxyethoxy)phenyl]-1-propyl-N-[6-[[(1-propylimidazol-5-yl)methyl]sulfanyl]-3-pyridinyl]-2,3-dihydro-1-benzazepine-4-carboxamide), S(=S)(=O)([O-])[O-].[Na+].[Na+] (sodium thiosulfate). Solvent: C(Cl)Cl (methylene chloride), C(Cl)Cl (methylene chloride). Run at time 15 minute. Yields the product C(CCC)OCCOC1=CC=C(C=C1)C=1C=CC2=C(C=C(CCN2CCC)C(=O)NC=2C=NC(=CC2)S(=O)CC2=CN=CN2CCC)C1 (7-[4-(2-butoxyethoxy)phenyl]-1-propyl-N-[6-[[(1-propylimidazol-5-yl)methyl]sulfinyl]-3-pyridinyl]-2,3-dihydro-1-benzazepine-4-carboxamide). Isolated yield 23.4%. Reaction SMILES: [CH2:1]([O:5][CH2:6][CH2:7][O:8][C:9]1[CH:14]=[CH:13][C:12]([C:15]2[CH:16]=[CH:17][C:18]3[N:24]([CH2:25][CH2:26][CH3:27])[CH2:23][CH2:22][C:21]([C:28]([NH:30][C:31]4[CH:32]=[N:33][C:34]([S:37][CH2:38][C:39]5[N:43]([CH2:44][CH2:45][CH3:46])[CH:42]=[N:41][CH:40]=5)=[CH:35][CH:36]=4)=[O:29])=[CH:20][C:19]=3[CH:47]=2)=[CH:11][CH:10]=1)[CH2:2][CH2:3][CH3:4].ClC1C=CC=C(C(OO)=[O:56])C=1.S([O-])([O-])(=O)=S.[Na+].[Na+]>C(Cl)Cl>[CH2:1]([O:5][CH2:6][CH2:7][O:8][C:9]1[CH:14]=[CH:13][C:12]([C:15]2[CH:16]=[CH:17][C:18]3[N:24]([CH2:25][CH2:26][CH3:27])[CH2:23][CH2:22][C:21]([C:28]([NH:30][C:31]4[CH:32]=[N:33][C:34]([S:37]([CH2:38][C:39]5[N:43]([CH2:44][CH2:45][CH3:46])[CH:42]=[N:41][CH:40]=5)=[O:56])=[CH:35][CH:36]=4)=[O:29])=[CH:20][C:19]=3[CH:47]=2)=[CH:11][CH:10]=1)[CH2:2][CH2:3][CH3:4] |f:2.3.4|. Procedure details: 7-[4-(2-butoxyethoxy)phenyl]-1-propyl-N-[6-[[(1-propylimidazol-5-yl)methyl]sulfanyl]-3-pyridinyl]-2,3-dihydro-1-benzazepine-4-carboxamide (0.96 g) was dissolved in methylene chloride (29 ml), and a solution of m-chloroperbenzoic acid (0.38 g) in methylene chloride (14 ml) was added dropwise to the solution at −78° C. The mixture was stirred for 15 minutes, and an aqueous solution of saturated sodium thiosulfate was added to the mixture. The mixture was extracted with ethyl acetate, washed with s... Starting materials: medium density polyethylene, naphtha, polyolefins, C(C(C)[*:2])[*:1] (polypropylene), ClC(C)Cl (dichloroethane), ethylene-propylene copolymer, Low density polyethylene, ClC=C(Cl)Cl (trichloroethylene), petroleum hydrocarbon, C1(=CC=CC=C1)C (toluene), C(C(C)[*:2])[*:1] (polypropylene), high density polyethylene, C1=CC=CC=C1 (benzene), chlorinated hydrocarbon. Solvent: ClC(=C(Cl)Cl)Cl (tetrachloroethylene), C=1(C(=CC=CC1)C)C (xylene), C(CCl)Cl (dichloroethylene). Yields the product C1CCCC2=CC=CC=C12 (tetraline), kerosene. Reaction SMILES: [CH:1]1[CH:6]=[CH:5][CH:4]=[CH:3][CH:2]=1.[C:7]1(C)[CH:12]=CC=[CH:9][CH:8]=1.ClC=C(Cl)Cl.ClC(Cl)C>C(Cl)CCl.ClC(Cl)=C(Cl)Cl.C1(C)C(C)=CC=CC=1>[CH2:1]1[C:6]2[C:5](=[CH:12][CH:7]=[CH:8][CH:9]=2)[CH2:4][CH2:3][CH2:2]1. Procedure details: The solutions useful in the method of the present invention include those obtained by a combination of a polyolefin and a petroleum hydrocarbon such as benzene, toluene, xylene, solvent naphtha or the like or a chlorinated hydrocarbon such as trichloroethylene, tetrachloroethylene, dichloroethane, dichloroethylene or the like. Low density polyethylene, medium density polyethylene, high density polyethylene, atactic (amorphous) polypropylene, isotactic (crystalline) polypropylene, ethylene-propyl... The reactants are [C@@H]1([C@H](O)[C@@H](O)[C@H](O)[C@H](O1)CO)OC1=NN(C(=C1CC1=CC=C(C=C1)OC(C)C)C)C(C)C (3-(β-D-glucopyranosyloxy)-4-[(4-iso-propoxyphenyl)methyl]-1-isopropyl-5-methylpyrazole), ClC(=O)OCC (ethyl chloroformate), O.C(CC(O)(C(=O)O)CC(=O)O)(=O)O (citric acid monohydrate), O (water). Solvent: CC1=NC(=CC(=C1)C)C (2,4,6-trimethylpyridine). Reaction conditions: time 8 hour. Product: C(C)OOC([C@@H]1[C@H]([C@@H]([C@H]([C@@H](O1)OC1=NN(C(=C1CC1=CC=C(C=C1)OC(C)C)C)C(C)C)O)O)O)=C=O (3-(6-O-ethoxy-carbonyl-β-D-glucopyranosyloxy)-4-[(4-isopropoxyphenyl)methyl]-1-isopropyl-5-methylpyrazole). Yield: 72.7%. As a reaction SMILES: [C@@H:1]1([O:12][C:13]2[C:17]([CH2:18][C:19]3[CH:24]=[CH:23][C:22]([O:25][CH:26]([CH3:28])[CH3:27])=[CH:21][CH:20]=3)=[C:16]([CH3:29])[N:15]([CH:30]([CH3:32])[CH3:31])[N:14]=2)[O:9][C@H:8]([CH2:10][OH:11])[C@@H:6]([OH:7])[C@H:4]([OH:5])[C@H:2]1[OH:3].ClC([O:36][CH2:37][CH3:38])=O.O.C(O)(=O)C[C:42](CC(O)=O)(C(O)=O)[OH:43].O>CC1C=C(C)C=C(C)N=1>[CH2:37]([O:36][O:11][C:10](=[C:42]=[O:43])[C@H:8]1[O:9][C@@H:1]([O:12][C:13]2[C:17]([CH2:18][C:19]3[CH:24]=[CH:23][C:22]([O:25][CH:26]([CH3:27])[CH3:28])=[CH:21][CH:20]=3)=[C:16]([CH3:29])[N:15]([CH:30]([CH3:32])[CH3:31])[N:14]=2)[C@H:2]([OH:3])[C@@H:4]([OH:5])[C@@H:6]1[OH:7])[CH3:38] |f:2.3|. Procedure: To a solution of 3-(β-D-glucopyranosyloxy)-4-[(4-iso-propoxyphenyl)methyl]-1-isopropyl-5-methylpyrazole (0.10 g) in 2,4,6-trimethylpyridine (1 mL) was added ethyl chloroformate (0.072 g), and the mixture was stirred at room temperature overnight. To the reaction mixture were added citric acid monohydrate (3.3 g) and water, and the resulting mixture was purified by ODS solid phase extraction (washing solvent: distilled water, eluent: methanol). Further purification by column chromatography on sil... The reactants are Nc1nc2c(s1)CCc1ccc([N+](=O)[O-])cc1-2, O=S(=O)(Cl)c1ccccc1. Yields the product O=[N+]([O-])c1ccc2c(c1)-c1nc(NS(=O)(=O)c3ccccc3)sc1CC2. Reaction SMILES: [N+:1](=[O:2])([O-:3])[c:4]1[cH:5][cH:6][c:7]2[c:16]([cH:17]1)-[c:11]1[c:10]([s:14][c:13]([NH2:15])[n:12]1)[CH2:9][CH2:8]2.[c:18]1([S:24](=[O:25])(=[O:26])[Cl:27])[cH:19][cH:20][cH:21][cH:22][cH:23]1>>[N+:1](=[O:2])([O-:3])[c:4]1[cH:5][cH:6][c:7]2[c:16]([cH:17]1)-[c:11]1[c:10]([s:14][c:13]([NH:15][S:24]([c:18]3[cH:19][cH:20][cH:21][cH:22][cH:23]3)(=[O:25])=[O:26])[n:12]1)[CH2:9][CH2:8]2. Reactants: white petrolatum, C(CCCCCCCCCCCCCCC)O (cetyl alcohol), soft paraffin, liquid, paraffin, C1(=CC=CC=C1)CCCC(=O)[O-] (4-phenylbutyrate). Reaction conditions: temperature 70 celsius, time 1 hour. Product: C1(=CC=CC=C1)OC(CCC)=O (Phenylbutyrate). RXN SMILES: [CH2:1]([OH:17])[CH2:2][CH2:3][CH2:4][CH2:5][CH2:6]CCCCCCCCCC.C1([CH2:24][CH2:25][CH2:26][C:27]([O-])=[O:28])C=CC=CC=1>>[C:1]1([O:17][C:27](=[O:28])[CH2:26][CH2:25][CH3:24])[CH:2]=[CH:3][CH:4]=[CH:5][CH:6]=1. Procedure: 65 g of white petrolatum (Riedel-de Haen), 15 g of cetyl alcohol (Riedel-de Haen), 260 g of soft paraffin (Merck), 155 g of liquid paraffin (Merck), and 5 g of 4-phenylbutyrate (Merck) were mixed in a beaker and heated at 70° C. to form a paste. The paste was stirred at 400 rpm for 1 hour, and then cooled at room temperature.